This data is from the Open Reaction Database (ORD), a public repository of structured organic reaction records. The task is: describe an organic reaction: reactants, conditions, products, and yield The reactants are ClC=1N=C(C2=C(N1)OC(CO2)C(F)(F)F)N2CCOCC2 (2-chloro-4-morpholin-4-yl-7-trifluoromethyl-6,7-dihydro-[1,4]dioxino[2,3-d]pyrimidine), CC1(OB(OC1(C)C)C=1C=NC(=NC1)N)C (5-(4,4,5,5-tetramethyl-[1,3,2]dioxaborolan-2-yl)-pyrimidin-2-ylamine), C([O-])([O-])=O.[Na+].[Na+] (sodium carbonate). Reagents/catalysts: Cl[Pd]([P](C1=CC=CC=C1)(C2=CC=CC=C2)C3=CC=CC=C3)([P](C4=CC=CC=C4)(C5=CC=CC=C5)C6=CC=CC=C6)Cl (Pd(PPh3)2Cl2). Run in C(C)#N (acetonitrile). Reaction conditions: temperature 120 celsius. The product is O1CCN(CC1)C=1C2=C(N=C(N1)C=1C=NC(=NC1)N)OC(CO2)C(F)(F)F (5-[4-morpholino-7-(trifluoromethyl)-6,7-dihydro-[1,4]dioxino[2,3-d]pyrimidin-2-yl]pyrimidin-2-amine). Isolated yield 48.8%. Reaction SMILES: Cl[C:2]1[N:3]=[C:4]([N:16]2[CH2:21][CH2:20][O:19][CH2:18][CH2:17]2)[C:5]2[O:11][CH2:10][CH:9]([C:12]([F:15])([F:14])[F:13])[O:8][C:6]=2[N:7]=1.CC1(C)C(C)(C)OB([C:30]2[CH:31]=[N:32][C:33]([NH2:36])=[N:34][CH:35]=2)O1.C(=O)([O-])[O-].[Na+].[Na+]>C(#N)C.Cl[Pd](Cl)([P](C1C=CC=CC=1)(C1C=CC=CC=1)C1C=CC=CC=1)[P](C1C=CC=CC=1)(C1C=CC=CC=1)C1C=CC=CC=1>[O:19]1[CH2:20][CH2:21][N:16]([C:4]2[C:5]3[O:11][CH2:10][CH:9]([C:12]([F:15])([F:14])[F:13])[O:8][C:6]=3[N:7]=[C:2]([C:30]3[CH:31]=[N:32][C:33]([NH2:36])=[N:34][CH:35]=3)[N:3]=2)[CH2:17][CH2:18]1 |f:2.3.4,^1:49,68|. Reported procedure: A microwave vial was charged with 2-chloro-4-morpholin-4-yl-7-trifluoromethyl-6,7-dihydro-[1,4]dioxino[2,3-d]pyrimidine (105 mg, 0.32 mmol), 5-(4,4,5,5-tetramethyl-[1,3,2]dioxaborolan-2-yl)-pyrimidin-2-ylamine (143 mg, 0.64 mmol), Pd(PPh3)2Cl2 (23 mg, 0.03 mmol) and sodium carbonate (1.06 mL, 1.06 mmol, 1M aqueous solution) in acetonitrile (1.6 mL) before the vessel was evacuated and back filled with argon (×3). The mixture was heated at 120° C. for 30 minutes using microwaves. The reaction mixt...